From a dataset of the Open Reaction Database (ORD), a public repository of structured organic reaction records. describe an organic reaction: reactants, conditions, products, and yield The reactants are Cc1ccccc1, O=C(Cl)OC(Cl)(Cl)Cl, COc1ccc(N)c2c1CC(C)(C)O2. Yields the product COc1ccc(N=C=O)c2c1CC(C)(C)O2. RXN SMILES: [CH3:23][c:24]1[cH:25][cH:26][cH:27][cH:28][cH:29]1.[Cl:15][C:16](=[O:17])[O:18][C:19]([Cl:20])([Cl:21])[Cl:22].[NH2:1][c:2]1[cH:3][cH:4][c:5]([O:13][CH3:14])[c:6]2[c:10]1[O:9][C:8]([CH3:11])([CH3:12])[CH2:7]2>>[N:1]([c:2]1[cH:3][cH:4][c:5]([O:13][CH3:14])[c:6]2[c:10]1[O:9][C:8]([CH3:11])([CH3:12])[CH2:7]2)=[C:16]=[O:17]. The reactants are CC(C)(C)OC(=O)N1CC(F)(F)CC1C(=O)O, ClCCl, O=C(O)C(F)(F)F. Yields the product O=C(O)C1CC(F)(F)CN1. As a reaction SMILES: [C:1]([O:2][C:3](=[O:4])[N:8]1[CH:9]([C:15](=[O:16])[OH:17])[CH2:10][C:11]([F:13])([F:14])[CH2:12]1)([CH3:5])([CH3:6])[CH3:7].[Cl:25][CH2:26][Cl:27].[F:18][C:19]([F:20])([F:21])[C:22]([OH:23])=[O:24]>>[NH:8]1[CH:9]([C:15](=[O:16])[OH:17])[CH2:10][C:11]([F:13])([F:14])[CH2:12]1. The reactants are CC(C)=O, Clc1cc(Cl)nc(Cl)n1, Cl, N=C(N)N, [Na+], [OH-], O. The product is N=C(N)Nc1nc(Cl)cc(Cl)n1. As a reaction SMILES: [CH3:18][C:19](=[O:20])[CH3:21].[Cl:9][c:10]1[n:11][c:12]([Cl:17])[cH:13][c:14]([Cl:16])[n:15]1.[ClH:1].[NH2:2][C:3](=[NH:4])[NH2:5].[Na+:7].[OH-:6].[OH2:8]>>[NH:2]=[C:3]([NH:4][c:10]1[n:11][c:12]([Cl:17])[cH:13][c:14]([Cl:16])[n:15]1)[NH2:5].